Dataset: the Open Reaction Database (ORD), a public repository of structured organic reaction records. Task: describe an organic reaction: reactants, conditions, products, and yield Reactants: C1CCOC1, CCCC[N+](CCCC)(CCCC)CCCC, CC(=O)O, CCOC(C)=O, CC(C)(C)[Si](C)(C)OC1CN(c2c(Cl)ccc3c2CCN(C(=O)C(F)(F)F)CC3)C1, [F-]. Product: O=C(N1CCc2ccc(Cl)c(N3CC(O)C3)c2CC1)C(F)(F)F. RXN SMILES: [CH2:53]1[O:54][CH2:55][CH2:56][CH2:57]1.[CH3:32][CH2:33][CH2:34][CH2:35][N+:36]([CH2:37][CH2:38][CH2:39][CH3:40])([CH2:41][CH2:42][CH2:43][CH3:44])[CH2:45][CH2:46][CH2:47][CH3:48].[CH3:49][C:50](=[O:51])[OH:52].[CH3:58][CH2:59][O:60][C:61]([CH3:62])=[O:63].[Cl:1][c:2]1[c:3]([N:19]2[CH2:20][CH:21]([O:23][Si:24]([C:25]([CH3:26])([CH3:27])[CH3:28])([CH3:29])[CH3:30])[CH2:22]2)[c:4]2[c:5]([cH:17][cH:18]1)[CH2:6][CH2:7][N:8]([C:11]([C:12]([F:13])([F:14])[F:15])=[O:16])[CH2:9][CH2:10]2.[F-:31]>>[Cl:1][c:2]1[c:3]([N:19]2[CH2:20][CH:21]([OH:23])[CH2:22]2)[c:4]2[c:5]([cH:17][cH:18]1)[CH2:6][CH2:7][N:8]([C:11]([C:12]([F:13])([F:14])[F:15])=[O:16])[CH2:9][CH2:10]2. The reactants are CCCCCCCCSCc1ccc(CSCCCCCCCC)cc1, CCCCCCCCS, CC(C)(C)[O-], CO, Cl, [Na+]. Product: CCCCCCCCSCc1ccc(CCl)cc1. As a reaction SMILES: [CH2:17]([CH2:18][CH2:19][CH2:20][CH2:21][CH2:22][CH2:23][CH3:24])[S:25][CH2:26][c:27]1[cH:28][cH:29][c:30]([CH2:33][S:34][CH2:35][CH2:36][CH2:37][CH2:38][CH2:39][CH2:40][CH2:41][CH3:42])[cH:31][cH:32]1.[CH2:7]([SH:8])[CH2:9][CH2:10][CH2:11][CH2:12][CH2:13][CH2:14][CH3:15].[CH3:1][C:2]([CH3:3])([O-:4])[CH3:5].[CH3:43][OH:44].[ClH:16].[Na+:6]>>[Cl:16][CH2:33][c:30]1[cH:29][cH:28][c:27]([CH2:26][S:25][CH2:17][CH2:18][CH2:19][CH2:20][CH2:21][CH2:22][CH2:23][CH3:24])[cH:32][cH:31]1. Starting materials: ClCCl, COC(=O)C1C=CC(C(=O)OC)C(C(=O)OC)C1, [H][H]. Yields the product COC(=O)C1CCC(C(=O)OC)C(C(=O)OC)C1. RXN SMILES: [CH2:21]([Cl:22])[Cl:23].[CH:1]1([C:15](=[O:16])[O:17][CH3:18])[CH:2]([C:11](=[O:12])[O:13][CH3:14])[CH2:3][CH:4]([C:7](=[O:8])[O:9][CH3:10])[CH:5]=[CH:6]1.[H:19][H:20]>>[CH:1]1([C:15](=[O:16])[O:17][CH3:18])[CH:2]([C:11](=[O:12])[O:13][CH3:14])[CH2:3][CH:4]([C:7](=[O:8])[O:9][CH3:10])[CH2:5][CH2:6]1. Starting materials: COC(=O)C(C)Nc1c(C)ccc(COC(C)=O)c1C, COCC(=O)O, Cc1ccccc1, [Cl-], [Na+], [Na+], O=C([O-])[O-]. Yields the product COCC(=O)N(c1c(C)ccc(COC(C)=O)c1C)C(C)C(=O)OC. Reaction SMILES: [CH3:1][O:2][C:3](=[O:4])[CH:5]([CH3:6])[NH:7][c:8]1[c:9]([CH3:20])[c:10]([CH2:15][O:16][C:17]([CH3:18])=[O:19])[cH:11][cH:12][c:13]1[CH3:14].[CH3:28][O:29][CH2:30][C:31](=[O:32])[OH:33].[CH3:34][c:35]1[cH:36][cH:37][cH:38][cH:39][cH:40]1.[Cl-:27].[Na+:21].[Na+:22].[O-:23][C:24](=[O:25])[O-:26]>>[CH3:1][O:2][C:3](=[O:4])[CH:5]([CH3:6])[N:7]([c:8]1[c:9]([CH3:20])[c:10]([CH2:15][O:16][C:17]([CH3:18])=[O:19])[cH:11][cH:12][c:13]1[CH3:14])[C:31]([CH2:30][O:29][CH3:28])=[O:32]. The reactants are CC(=O)O[BH-](OC(C)=O)OC(C)=O, COc1ccc(-c2ccc(C=O)cc2)cc1, CC(=O)O, ClCCCl, [Na+], NCCCNc1nsc2ccccc12. Product: COc1ccc(-c2ccc(CNCCCNc3nsc4ccccc34)cc2)cc1. Reaction SMILES: [C:31]([O:32][BH-:33]([O:34][C:35](=[O:36])[CH3:37])[O:38][C:39](=[O:40])[CH3:41])(=[O:42])[CH3:43].[CH3:15][O:16][c:17]1[cH:18][cH:19][c:20](-[c:23]2[cH:24][cH:25][c:26]([CH:29]=[O:30])[cH:27][cH:28]2)[cH:21][cH:22]1.[CH3:45][C:46](=[O:47])[OH:48].[Cl:49][CH2:50][CH2:51][Cl:52].[Na+:44].[s:1]1[n:2][c:3]([NH:10][CH2:11][CH2:12][CH2:13][NH2:14])[c:4]2[c:5]1[cH:6][cH:7][cH:8][cH:9]2>>[s:1]1[n:2][c:3]([NH:10][CH2:11][CH2:12][CH2:13][NH:14][CH2:29][c:26]2[cH:25][cH:24][c:23](-[c:20]3[cH:19][cH:18][c:17]([O:16][CH3:15])[cH:22][cH:21]3)[cH:28][cH:27]2)[c:4]2[c:5]1[cH:6][cH:7][cH:8][cH:9]2.